This data is from the Open Reaction Database (ORD), a public repository of structured organic reaction records. The task is: describe an organic reaction: reactants, conditions, products, and yield Reactants: ClC=1C=C(C=CC1Cl)CC#N (3,4-dichlorophenylacetonitrile), BrCCCOC1OCCCC1 (1-bromo-3-(tetrahydropyran-2-yloxy)propane), [H-].[Na+] (sodium hydride), [Cl-].[NH4+] (ammonium chloride). Solvent: C1CCOC1 (THF), C1CCOC1 (THF), C1CCOC1 (THF), O (water). Conditions: time 1 hour. Yields the product ClC=1C=C(C=CC1Cl)C(CN)CCCOC1OCCCC1 (2-(3,4-Dichlorophenyl)-5-(tetrahydropyran-2-yloxy)-pentylamine). Isolated yield 62.0%. RXN SMILES: [H-].[Na+].[Cl:3][C:4]1[CH:5]=[C:6]([CH2:11][C:12]#[N:13])[CH:7]=[CH:8][C:9]=1[Cl:10].Br[CH2:15][CH2:16][CH2:17][O:18][CH:19]1[CH2:24][CH2:23][CH2:22][CH2:21][O:20]1.[Cl-].[NH4+]>C1COCC1.O>[Cl:3][C:4]1[CH:5]=[C:6]([CH:11]([CH2:15][CH2:16][CH2:17][O:18][CH:19]2[CH2:24][CH2:23][CH2:22][CH2:21][O:20]2)[CH2:12][NH2:13])[CH:7]=[CH:8][C:9]=1[Cl:10] |f:0.1,4.5|. Procedure: 15 g of sodium hydride at 60% in oil are suspended in 200 ml of anhydrous THF. A solution of 69.5 g of 3,4-dichlorophenylacetonitrile in 500 ml of THF is added dropwise over 30 minutes and then the reaction mixture is stirred at RT for 1 hour. The mixture is cooled to -20° C. and a solution of 85 g of 1-bromo-3-(tetrahydropyran-2-yloxy)propane in 100 ml of THF is added. The mixture is allowed to return to RT and after 2 hours it is poured over a solution of 50 g of ammonium chloride in 3 liters ... Starting materials: CN1CC=2N(C3=C(C1=O)C=CC=C3)C=NC2C(=O)OCC (ethyl 5,6-dihydro-5-methyl-6-oxo-4H-imidazo[1,5-a][1,4]benzodiazepine-3-carboxylate), [BH4-].[Li+] (lithium borohydride), N (ammonia), Cl (hydrochloric acid). Solvent: O1CCCC1 (tetrahydrofuran), O (water). Reaction conditions: time 30 minute. Product: OCC=1N=CN2C1CN(C(C1=C2C=CC=C1)=O)C (4,5-dihydro-3-hydroxymethyl-5-methyl-6H-imidazo[1,5-a][1,4]benzodiazepin-6-one). Reaction SMILES: [CH3:1][N:2]1[C:8](=[O:9])[C:7]2[CH:10]=[CH:11][CH:12]=[CH:13][C:6]=2[N:5]2[CH:14]=[N:15][C:16]([C:17](OCC)=[O:18])=[C:4]2[CH2:3]1.[BH4-].[Li+].Cl.N>O1CCCC1.O>[OH:18][CH2:17][C:16]1[N:15]=[CH:14][N:5]2[C:6]3[CH:13]=[CH:12][CH:11]=[CH:10][C:7]=3[C:8](=[O:9])[N:2]([CH3:1])[CH2:3][C:4]=12 |f:1.2|. Reported procedure: 14.14 g (49.5 mmol) of ethyl 5,6-dihydro-5-methyl-6-oxo-4H-imidazo[1,5-a][1,4]benzodiazepine-3-carboxylate in 100 ml of tetrahydrofuran were treated portionwise at the boiling temperature with 1.35 g (62 mmol) of lithium borohydride, whereupon the mixture was boiled at reflux for 6 hours. The reaction mixture was then cooled, a mixture of 20 ml of water and 20 ml of concentrated hydrochloric acid was cautiously added thereto, the mixture was heated, stirred at the boiling temperature for 30 minu... Reactants: C(CC(O)(C(=O)O)CC(=O)O)(=O)O (citric acid), P(=O)([O-])([O-])[O-].[Na+].[Na+].[Na+] (sodium phosphate). The solvent is O (water). Yields the product P(=O)(O)(O)O.C(CC(O)(C(=O)O)CC(=O)O)(=O)O (Citrate Phosphate). RXN SMILES: [C:1]([OH:13])(=[O:12])[CH2:2][C:3]([CH2:8][C:9]([OH:11])=[O:10])([C:5]([OH:7])=[O:6])[OH:4].[P:14]([O-:18])([O-:17])([O-:16])=[O:15].[Na+].[Na+].[Na+]>O>[P:14]([OH:18])([OH:17])([OH:16])=[O:15].[C:1]([OH:13])(=[O:12])[CH2:2][C:3]([CH2:8][C:9]([OH:11])=[O:10])([C:5]([OH:7])=[O:6])[OH:4] |f:1.2.3.4,6.7|. Procedure details: Combine 22.2 mL 0.1M citric acid (§3.A.) with 27.8 mL 0.2M sodium phosphate in 100 mL volumetric flask. Make volume to 100 mL with demineralized water.